Dataset: the Open Reaction Database (ORD), a public repository of structured organic reaction records. Task: describe an organic reaction: reactants, conditions, products, and yield The reactants are ClC=1N(C(N(N1)C)=O)C1=C(C=CC=C1)C=NN(C1=NC=CC=C1C(F)(F)F)C (5-chloro-2,4-dihydro-2-methyl-4-[2-[[methyl[3-(trifluoromethyl)-2-pyridinyl]hydrazono]methyl]phenyl]-3H-1,2,4-triazol-3-one), C[O-].[Na+] (sodium methoxide). Run in C1CCOC1 (THF), O (water). Yields the product COC=1N(C(N(N1)C)=O)C1=C(C=CC=C1)C=NN(C1=NC=CC=C1C(F)(F)F)C (2,4-dihydro-5-methoxy-2-methyl-4-[2-[[methyl[3-(trifluoromethyl)-2-pyridinyl]hydrazono]methyl]phenyl]-3H-1,2,4-triazol-3-one). RXN SMILES: Cl[C:2]1[N:3]([C:9]2[CH:14]=[CH:13][CH:12]=[CH:11][C:10]=2[CH:15]=[N:16][N:17]([CH3:28])[C:18]2[C:23]([C:24]([F:27])([F:26])[F:25])=[CH:22][CH:21]=[CH:20][N:19]=2)[C:4](=[O:8])[N:5]([CH3:7])[N:6]=1.[CH3:29][O-:30].[Na+]>C1COCC1.O>[CH3:29][O:30][C:2]1[N:3]([C:9]2[CH:14]=[CH:13][CH:12]=[CH:11][C:10]=2[CH:15]=[N:16][N:17]([CH3:28])[C:18]2[C:23]([C:24]([F:27])([F:26])[F:25])=[CH:22][CH:21]=[CH:20][N:19]=2)[C:4](=[O:8])[N:5]([CH3:7])[N:6]=1 |f:1.2|. Procedure details: The title compound of Step B (0.38 g, 0.93 mmol) was dissolved in THF (10 mL) and then sodium methoxide (25% in methanol, 0.56 mL) was added dropwise. The mixture was heated at reflux for 1 h, cooled to room temperature and then diluted with water and extracted three times with ethyl acetate. The combined organic phases were washed with saturated aqueous NaCl, dried (MgSO4), filtered and concentrated to an oil which was purified by flash column chromatography on silica gel to afford 0.27 g of th...